From a dataset of the Open Reaction Database (ORD), a public repository of structured organic reaction records. describe an organic reaction: reactants, conditions, products, and yield Starting materials: NC=1SC=C(N1)CC(=O)OCC (ethyl 2-amino-4-thiazolylacetate), CC1=C(C=CC(=C1)OC(F)(F)F)S(=O)(=O)Cl (2-methyl-4-trifluoromethoxybenzenesulfonyl chloride). The product is CC1=C(C=CC(=C1)OC(F)(F)F)S(=O)(=O)NC=1SC=C(N1)CC(=O)OCC (Ethyl [2-({[2-methyl-4-(trifluoromethoxy)pbenyl]sulfonyl}amino)-1,3-thiazol-4-yl]acetate), solid. RXN SMILES: [NH2:1][C:2]1[S:3][CH:4]=[C:5]([CH2:7][C:8]([O:10][CH2:11][CH3:12])=[O:9])[N:6]=1.[CH3:13][C:14]1[CH:19]=[C:18]([O:20][C:21]([F:24])([F:23])[F:22])[CH:17]=[CH:16][C:15]=1[S:25](Cl)(=[O:27])=[O:26]>>[CH3:13][C:14]1[CH:19]=[C:18]([O:20][C:21]([F:22])([F:23])[F:24])[CH:17]=[CH:16][C:15]=1[S:25]([NH:1][C:2]1[S:3][CH:4]=[C:5]([CH2:7][C:8]([O:10][CH2:11][CH3:12])=[O:9])[N:6]=1)(=[O:27])=[O:26]. Procedure: The title compound was prepared from ethyl 2-amino-4-thiazolylacetate and 2-methyl-4-trifluoromethoxybenzenesulfonyl chloride as described in the synthetic METHOD B to give a yellow solid (41.7 mg) with purity >90%. MS (pos) m/z 425.3. Starting materials: C1CCOC1, CCOC(C)=O, CCC(=O)NCC1Cc2cccc(NS(=O)(=O)c3ccc(C(C)C)cc3)c2C1, Cl. Yields the product CCCNCC1Cc2cccc(NS(=O)(=O)c3ccc(C(C)C)cc3)c2C1. Reaction SMILES: [CH2:30]1[O:31][CH2:32][CH2:33][CH2:34]1.[CH3:35][CH2:36][O:37][C:38](=[O:39])[CH3:40].[CH:1]([CH3:2])([CH3:3])[c:4]1[cH:5][cH:6][c:7]([S:10](=[O:11])(=[O:12])[NH:13][c:14]2[c:15]3[c:19]([cH:20][cH:21][cH:22]2)[CH2:18][CH:17]([CH2:23][NH:24][C:25]([CH2:26][CH3:27])=[O:28])[CH2:16]3)[cH:8][cH:9]1.[ClH:29]>>[CH:1]([CH3:2])([CH3:3])[c:4]1[cH:5][cH:6][c:7]([S:10](=[O:11])(=[O:12])[NH:13][c:14]2[c:15]3[c:19]([cH:20][cH:21][cH:22]2)[CH2:18][CH:17]([CH2:23][NH:24][CH2:25][CH2:26][CH3:27])[CH2:16]3)[cH:8][cH:9]1. Starting materials: II (iodine), COC1=CC=C(C=C1)[C@@H]1C[C@H](C1)CC(=O)OC (methyl [trans-3-(4-methoxyphenyl)cyclobutyl]acetate). Reagents/catalysts: S(=O)(=O)([O-])[O-].[Ag+2] (Silver sulfate). Run in CO (MeOH). Run at time 4 hour. The product is IC=1C=C(C=CC1OC)[C@@H]1C[C@H](C1)CC(=O)OC (methyl [trans-3-(3-iodo-4-methoxyphenyl)cyclobutyl]acetate). As a reaction SMILES: [I:1]I.[CH3:3][O:4][C:5]1[CH:10]=[CH:9][C:8]([C@H:11]2[CH2:14][C@H:13]([CH2:15][C:16]([O:18][CH3:19])=[O:17])[CH2:12]2)=[CH:7][CH:6]=1>CO.S([O-])([O-])(=O)=O.[Ag+2]>[I:1][C:10]1[CH:9]=[C:8]([C@H:11]2[CH2:12][C@H:13]([CH2:15][C:16]([O:18][CH3:19])=[O:17])[CH2:14]2)[CH:7]=[CH:6][C:5]=1[O:4][CH3:3] |f:3.4|. Procedure: Silver sulfate (0.149 g, 0.478 mmol) and iodine (0.025 mL, 0.478 mmol) were added successively to a solution of methyl [trans-3-(4-methoxyphenyl)cyclobutyl]acetate (0.1119 g, 0.478 mmol) in MeOH (2.4 mL) at 25° C. and the reaction was stirred vigorously for 4 h. After this time the reaction mixture was filtered through a plug of Celite®. The filtrate was diluted with EtOAc (50 mL), washed with water (2×10 mL), aq. Na2SO3 (2×10 mL), and brine (10 mL), dried (Na2SO4) and concentrated in vacuo to g... Starting materials: CCO, COC(=O)n1nc(Oc2c(F)cc(C(F)(F)F)cc2Cl)cc1C, [Na+], [OH-]. Product: Cc1cc(Oc2c(F)cc(C(F)(F)F)cc2Cl)n[nH]1. Reaction SMILES: [CH3:26][CH2:27][OH:28].[Cl:1][c:2]1[c:3]([O:13][c:14]2[n:15][n:16]([C:20]([O:21][CH3:22])=[O:23])[c:17]([CH3:19])[cH:18]2)[c:4]([F:12])[cH:5][c:6]([C:8]([F:9])([F:10])[F:11])[cH:7]1.[Na+:25].[OH-:24]>>[Cl:1][c:2]1[c:3]([O:13][c:14]2[n:15][nH:16][c:17]([CH3:19])[cH:18]2)[c:4]([F:12])[cH:5][c:6]([C:8]([F:9])([F:10])[F:11])[cH:7]1. The reactants are Br[Mg]c1ccccc1, ClCCl, COc1ccc(-c2cc(Cl)nnc2-c2ccc(OC)cc2)cc1, O, c1ccccc1, c1ccc(P(c2ccccc2)(c2ccccc2)[Pd](P(c2ccccc2)(c2ccccc2)c2ccccc2)(P(c2ccccc2)(c2ccccc2)c2ccccc2)P(c2ccccc2)(c2ccccc2)c2ccccc2)cc1. Yields the product COc1ccc(-c2cc(-c3ccccc3)nnc2-c2ccc(OC)cc2)cc1. As a reaction SMILES: [Br:24][Mg:25][c:26]1[cH:27][cH:28][cH:29][cH:30][cH:31]1.[CH2:32]([Cl:33])[Cl:34].[CH3:1][O:2][c:3]1[cH:4][cH:5][c:6](-[c:9]2[n:10][n:11][c:12]([Cl:23])[cH:13][c:14]2-[c:15]2[cH:16][cH:17][c:18]([O:21][CH3:22])[cH:19][cH:20]2)[cH:7][cH:8]1.[OH2:35].[cH:36]1[cH:37][cH:38][cH:39][cH:40][cH:41]1.[cH:42]1[cH:43][cH:44][c:45]([P:46]([Pd:47]([P:48]([c:49]2[cH:50][cH:51][cH:52][cH:53][cH:54]2)([c:55]2[cH:56][cH:57][cH:58][cH:59][cH:60]2)[c:61]2[cH:62][cH:63][cH:64][cH:65][cH:66]2)([P:67]([c:68]2[cH:69][cH:70][cH:71][cH:72][cH:73]2)([c:74]2[cH:75][cH:76][cH:77][cH:78][cH:79]2)[c:80]2[cH:81][cH:82][cH:83][cH:84][cH:85]2)[P:86]([c:87]2[cH:88][cH:89][cH:90][cH:91][cH:92]2)([c:93]2[cH:94][cH:95][cH:96][cH:97][cH:98]2)[c:99]2[cH:100][cH:101][cH:102][cH:103][cH:104]2)([c:105]2[cH:106][cH:107][cH:108][cH:109][cH:110]2)[c:111]2[cH:112][cH:113][cH:114][cH:115][cH:116]2)[cH:117][cH:118]1>>[CH3:1][O:2][c:3]1[cH:4][cH:5][c:6](-[c:9]2[n:10][n:11][c:12](-[c:26]3[cH:27][cH:28][cH:29][cH:30][cH:31]3)[cH:13][c:14]2-[c:15]2[cH:16][cH:17][c:18]([O:21][CH3:22])[cH:19][cH:20]2)[cH:7][cH:8]1. Product: O=C1Nc2ccccc2C(c2ccccc2F)=NC1CNc1cncc(Cl)n1. Reaction SMILES: [C:30](=[O:31])([O-:32])[O-:33].[CH3:36][N:37]([CH3:38])[CH:39]=[O:40].[Cl:22][c:23]1[n:24][c:25]([Cl:29])[cH:26][n:27][cH:28]1.[F:1][c:2]1[c:3]([C:8]2=[N:9][CH:10]([CH2:20][NH2:21])[C:11](=[O:19])[NH:12][c:13]3[c:14]2[cH:15][cH:16][cH:17][cH:18]3)[cH:4][cH:5][cH:6][cH:7]1.[K+:34].[K+:35].[OH2:41]>>[F:1][c:2]1[c:3]([C:8]2=[N:9][CH:10]([CH2:20][NH:21][c:25]3[n:24][c:23]([Cl:22])[cH:28][n:27][cH:26]3)[C:11](=[O:19])[NH:12][c:13]3[c:14]2[cH:15][cH:16][cH:17][cH:18]3)[cH:4][cH:5][cH:6][cH:7]1. Reactants: O=C([O-])[O-], CN(C)C=O, Clc1cncc(Cl)n1, NCC1N=C(c2ccccc2F)c2ccccc2NC1=O, [K+], [K+], O.